Dataset: the Open Reaction Database (ORD), a public repository of structured organic reaction records. Task: describe an organic reaction: reactants, conditions, products, and yield Reactants: ClC1=C(C(=CC=C1C)F)CC#N ((2-chloro-6-fluoro-3-methylphenyl)-acetonitrile), C(CN)N (ethylene diamine). The product is ClC1=C(CC=2NCCN2)C(=CC=C1C)F (2-(2-Chloro-6-fluoro-3-methyl-benzyl)-4,5-dihydro-1H-imidazole). RXN SMILES: [Cl:1][C:2]1[C:7]([CH3:8])=[CH:6][CH:5]=[C:4]([F:9])[C:3]=1[CH2:10][C:11]#[N:12].[CH2:13](N)[CH2:14][NH2:15]>>[Cl:1][C:2]1[C:7]([CH3:8])=[CH:6][CH:5]=[C:4]([F:9])[C:3]=1[CH2:10][C:11]1[NH:15][CH2:14][CH2:13][N:12]=1. Procedure: 2-(2-Chloro-6-fluoro-3-methyl-benzyl)-4,5-dihydro-1H-imidazole was prepared from (2-chloro-6-fluoro-3-methylphenyl)-acetonitrile and ethylene diamine in analogy to Example 19 b): off-white solid; MS (ISP): 227.0 ((M+H)+.). Reactants: C1(=CC=CC=C1)N=C=O (Phenyl isocyanate), COC1=CC=C(C=C1)C=1OC(C(CN1)O)C1=CC=CC=C1 ((5RS, 6SR)-2-(4-methoxyphenyl)-6-phenyl-5,6-dihydro-4H-1,3-oxazin-5-ol). The solvent is ClCCCl (1,2-dichloroethane). The product is COC1=CC=C(C=C1)C=1OC(C(CN1)OC(NC1=CC=CC=C1)=O)C1=CC=CC=C1 ((5RS, 6SR)-2-(4-methoxyphenyl)-6-phenyl-5-phenylcarbamoyloxy-5,6-dihydro-4H-1,3-oxazine). Yield: 24.4%. Reaction SMILES: [C:1]1([N:7]=[C:8]=[O:9])[CH:6]=[CH:5][CH:4]=[CH:3][CH:2]=1.[CH3:10][O:11][C:12]1[CH:17]=[CH:16][C:15]([C:18]2[O:19][CH:20]([C:25]3[CH:30]=[CH:29][CH:28]=[CH:27][CH:26]=3)[CH:21]([OH:24])[CH2:22][N:23]=2)=[CH:14][CH:13]=1>ClCCCl>[CH3:10][O:11][C:12]1[CH:13]=[CH:14][C:15]([C:18]2[O:19][CH:20]([C:25]3[CH:26]=[CH:27][CH:28]=[CH:29][CH:30]=3)[CH:21]([O:24][C:8](=[O:9])[NH:7][C:1]3[CH:6]=[CH:5][CH:4]=[CH:3][CH:2]=3)[CH2:22][N:23]=2)=[CH:16][CH:17]=1. Procedure: Phenyl isocyanate (1.25 g) is added at a temperature in the region of 20° C. to a solution, maintained under an argon atmosphere, of (5RS, 6SR)-2-(4-methoxyphenyl)-6-phenyl-5,6-dihydro-4H-1,3-oxazin-5-ol (1.5 g) in 1,2-dichloroethane (20 cc). The solution obtained is heated to reflux for 6 hours and then concentrated to dryness under reduced pressure (2.7 kPa). The residue is purified by chromatography on silica (0.063-0.2 mm; 50 g) contained in a column 2 cm in diameter [eluent: cyclohexane/eth...